From a dataset of the Open Reaction Database (ORD), a public repository of structured organic reaction records. describe an organic reaction: reactants, conditions, products, and yield Starting materials: C(C)(=O)OC(C)=O (acetic anhydride), C(C)(=O)OC(C)=O (Acetic anhydride), OC=1C(=C(C(=O)O)C=CC1)C (3-hydroxy-2-methylbenzoic acid), Cl (hydrochloric acid). Solvent: [OH-].[Na+] (sodium hydroxide), O (water), [OH-].[Na+] (sodium hydroxide), [OH-].[Na+] (sodium hydroxide), O (water), [OH-].[Na+] (sodium hydroxide). Reaction conditions: temperature 0 celsius, time 1.5 hour. Yields the product C(C)(=O)OC=1C(=C(C(=O)O)C=CC1)C (3-acetoxy-2-methylbenzoic acid). Reaction SMILES: [C:1]([O:4][C:5](=[O:7])[CH3:6])(=O)[CH3:2].Cl.O[C:10]1[C:11](C)=[C:12]([CH:16]=[CH:17]C=1)[C:13]([OH:15])=[O:14]>O.[OH-].[Na+]>[C:5]([O:4][C:1]1[C:16]([CH3:17])=[C:12]([CH:11]=[CH:10][CH:2]=1)[C:13]([OH:15])=[O:14])(=[O:7])[CH3:6] |f:4.5|. Procedure details: In a flat-flanged vessel, 80.0 g of 3-hydroxy-2-methylbenzoic acid (purity 97.78%) are dissolved in 320.0 g of water and 120.0 g of sodium hydroxide solution (w=30%), which results in a pH of 6.9. The clear solution is cooled to 0° C. and adjusted to pH=9 by metering in sodium hydroxide solution (w=30%). Acetic anhydride and sodium hydroxide solution are now simultaneously metered in at 0-5° C. in such a way that the pH remains within the range of 8.8-9.2. 112.6 g of acetic anhydride and 172.25 ... The reactants are N1C[C@@H](CCC1)C(=O)OCC (Ethyl (R)-3-piperidinecarboxylate), C([O-])([O-])=O.[K+].[K+] (potassium carbonate), [I-].[K+] (potassium iodide), COC=1C=C(C=CC1)C(=CCOCCO)C1=C(C=CC=C1)C (2-(3-(3-methoxyphenyl)-3-(2-methylphenyl)-2-propen-1-yloxy)ethanol), C1(=CC=C(C=C1)S(=O)(=O)Cl)C (p-toluenesulphonyl chloride), C(CCC)[Li] (n-butyllithium). Solvent: C1(=CC=CC=C1)C (Toluene), CC(=O)C (acetone), C1(=CC=CC=C1)C (toluene), hexanes. Run at time 0.5 hour. Yields the product C(C)OC(=O)[C@H]1CN(CCC1)CCOCC=C(C1=C(C=CC=C1)C)C1=CC(=CC=C1)OC ((R)-N-(2-(3-(3-methoxyphenyl)-3-(2-methylphenyl)-2-propen-1-yloxy)ethyl)-3-piperidinecarboxylic acid ethyl ester). The yield is 67.5%. As a reaction SMILES: [CH3:1][O:2][C:3]1[CH:4]=[C:5]([C:9]([C:16]2[CH:21]=[CH:20][CH:19]=[CH:18][C:17]=2[CH3:22])=[CH:10][CH2:11][O:12][CH2:13][CH2:14]O)[CH:6]=[CH:7][CH:8]=1.C([Li])CCC.C1(C)C=CC(S(Cl)(=O)=O)=CC=1.[NH:39]1[CH2:44][CH2:43][CH2:42][C@@H:41]([C:45]([O:47][CH2:48][CH3:49])=[O:46])[CH2:40]1.C(=O)([O-])[O-].[K+].[K+].[I-].[K+]>C1(C)C=CC=CC=1.CC(C)=O>[CH2:48]([O:47][C:45]([C@@H:41]1[CH2:42][CH2:43][CH2:44][N:39]([CH2:14][CH2:13][O:12][CH2:11][CH:10]=[C:9]([C:5]2[CH:6]=[CH:7][CH:8]=[C:3]([O:2][CH3:1])[CH:4]=2)[C:16]2[CH:21]=[CH:20][CH:19]=[CH:18][C:17]=2[CH3:22])[CH2:40]1)=[O:46])[CH3:49] |f:4.5.6,7.8|. Procedure: A solution of 2-(3-(3-methoxyphenyl)-3-(2-methylphenyl)-2-propen-1-yloxy)ethanol (7.6 g, 25.4 mmol) in dry toluene (150 ml) was cooled on an ice-bath and a solution of n-butyllithium in hexanes (11.2 ml, 2.5 M) was added dropwise. The reaction mixture was stirred for 0.5 h at room temperature and p-toluenesulphonyl chloride (5.3 g, 28 mmol) was added. The mixture was stirred at room temperature for 1.5 h. Ethyl (R)-3-piperidinecarboxylate (8.8 g, 50 mmol) and potassium carbonate (7.7 g, 50 mmol)... The reactants are N1(CCOCC1)CCCOC1=C(C=O)C=CC=C1 (2-[3-(4-Morpholinyl)propoxy]benzaldehyde), C(CC1=CC=CC=C1)N (phenethylamine). Solvent: C1(=CC=CC=C1)C (toluene). The product is N1(CCOCC1)CCCOC1=C(C=CC=C1)C=NCCC1=CC=CC=C1 (N-[[2-[3-(4-Morpholinyl)propoxy]phenyl]methylene]benzeneethanamine). Yield: 76.5%. RXN SMILES: [N:1]1([CH2:7][CH2:8][CH2:9][O:10][C:11]2[CH:18]=[CH:17][CH:16]=[CH:15][C:12]=2[CH:13]=O)[CH2:6][CH2:5][O:4][CH2:3][CH2:2]1.[CH2:19]([NH2:27])[CH2:20][C:21]1[CH:26]=[CH:25][CH:24]=[CH:23][CH:22]=1>C1(C)C=CC=CC=1>[N:1]1([CH2:7][CH2:8][CH2:9][O:10][C:11]2[CH:18]=[CH:17][CH:16]=[CH:15][C:12]=2[CH:13]=[N:27][CH2:19][CH2:20][C:21]2[CH:26]=[CH:25][CH:24]=[CH:23][CH:22]=2)[CH2:6][CH2:5][O:4][CH2:3][CH2:2]1. Reported procedure: 2-[3-(4-Morpholinyl)propoxy]benzaldehyde (31.7 g) is reacted with 15.8 g of phenethylamine in 130 ml of toluene following the procedure described in Example 1A to yield 34.3 g of product as an oil, boiling point 215°-219° C. at 0.2-0.3 mm of Hg. Reactants: CCOC(=O)c1[nH]c(C)c(CCC(=O)O)c1C, CC(=O)O, [NH4+], O=[N+]([O-])[O-], C1CCOC1, O. Yields the product CCOC(=O)c1[nH]c(C=O)c(CCC(=O)O)c1C. RXN SMILES: [CH2:1]([CH3:2])[O:3][C:4](=[O:5])[c:6]1[nH:7][c:8]([CH3:17])[c:9]([CH2:12][CH2:13][C:14](=[O:15])[OH:16])[c:10]1[CH3:11].[CH3:28][C:29](=[O:30])[OH:31].[NH4+:18].[O-:19][N+:20](=[O:21])[O-:22].[O:23]1[CH2:24][CH2:25][CH2:26][CH2:27]1.[OH2:32]>>[CH2:1]([CH3:2])[O:3][C:4](=[O:5])[c:6]1[nH:7][c:8]([CH:17]=[O:19])[c:9]([CH2:12][CH2:13][C:14](=[O:15])[OH:16])[c:10]1[CH3:11]. Starting materials: O=C(n1ccnc1)n1ccnc1, COc1ccc(CC(=O)O)cc1OC1CCCC1, ClCCl, Nc1c(O)cccc1O, O. The product is COc1ccc(CC(=O)Nc2c(O)cccc2O)cc1OC1CCCC1. As a reaction SMILES: [C:19]([n:20]1[cH:21][cH:22][n:23][cH:24]1)([n:25]1[cH:26][cH:27][n:28][cH:29]1)=[O:30].[CH:1]1([O:6][c:7]2[cH:8][c:9]([CH2:15][C:16](=[O:17])[OH:18])[cH:10][cH:11][c:12]2[O:13][CH3:14])[CH2:2][CH2:3][CH2:4][CH2:5]1.[Cl:40][CH2:41][Cl:42].[NH2:31][c:32]1[c:33]([OH:34])[cH:35][cH:36][cH:37][c:38]1[OH:39].[OH2:43]>>[CH:1]1([O:6][c:7]2[cH:8][c:9]([CH2:15][C:16](=[O:18])[NH:31][c:32]3[c:33]([OH:34])[cH:35][cH:36][cH:37][c:38]3[OH:39])[cH:10][cH:11][c:12]2[O:13][CH3:14])[CH2:2][CH2:3][CH2:4][CH2:5]1. Starting materials: C(C)(=O)OCC1=C(COC=2C=3N(C=CC2)C(=C(N3)C)CC#C)C=CC=C1 (8-(2-acetoxymethylbenzyloxy)-2-methyl-3-(2-propynyl)imidazo [1,2-a]pyridine), C([O-])([O-])=O.[K+].[K+] (potassium carbonate). Run in O (water), CO (methanol), O (water). Run at time 1.2 hour. The product is OCC1=C(COC=2C=3N(C=CC2)C(=C(N3)C)CC#C)C=CC=C1 (8-(2-hydroxymethylbenzyloxy)-2-methyl-3-(2-propynyl)imidazo[1,2-a]pyridine). Yield: 56.5%. Reaction SMILES: C([O:4][CH2:5][C:6]1[CH:26]=[CH:25][CH:24]=[CH:23][C:7]=1[CH2:8][O:9][C:10]1[C:11]2[N:12]([C:16]([CH2:20][C:21]#[CH:22])=[C:17]([CH3:19])[N:18]=2)[CH:13]=[CH:14][CH:15]=1)(=O)C.C(=O)([O-])[O-].[K+].[K+]>O.CO>[OH:4][CH2:5][C:6]1[CH:26]=[CH:25][CH:24]=[CH:23][C:7]=1[CH2:8][O:9][C:10]1[C:11]2[N:12]([C:16]([CH2:20][C:21]#[CH:22])=[C:17]([CH3:19])[N:18]=2)[CH:13]=[CH:14][CH:15]=1 |f:1.2.3|. Procedure: A mixture of 8-(2-acetoxymethylbenzyloxy)-2-methyl-3-(2-propynyl)imidazo [1,2-a]pyridine (0.36 g) and potassium carbonate (0.214 g) in water (1.8 ml) and methanol (10 ml) was stirred at room temperature for 1.2 hours and then diluted with water. The resulting precipitates were collected by filtration and recrystallized from ethyl acetate to give 8-(2-hydroxymethylbenzyloxy)-2-methyl-3-(2-propynyl)imidazo[1,2-a]pyridine (0.179 g). The reactants are FC=1C=C(C=C2C(=NNC12)C1=CC2=CC=CC=C2C=C1)C#N (7-fluoro-3-naphthalen-2-yl-1H-indazole-5-carbonitrile), C(C)(=O)O (acetic acid), S(O)(O)(=O)=O (sulfuric acid). The solvent is O (water), O (water). Run at temperature 120 celsius, time 1 day. Product: FC=1C=C(C=C2C(=NNC12)C1=CC2=CC=CC=C2C=C1)C(=O)O (7-Fluoro-3-naphthalen-2-yl-1H-indazole-5-carboxylic acid). RXN SMILES: [F:1][C:2]1[CH:3]=C(C#N)[CH:5]=[C:6]2[C:10]=1[NH:9][N:8]=[C:7]2[C:11]1[CH:20]=[CH:19][C:18]2[C:13](=[CH:14][CH:15]=[CH:16][CH:17]=2)[CH:12]=1.[C:23]([OH:26])(=[O:25])[CH3:24].S(=O)(=O)(O)O>O>[F:1][C:2]1[CH:3]=[C:24]([C:23]([OH:26])=[O:25])[CH:5]=[C:6]2[C:10]=1[NH:9][N:8]=[C:7]2[C:11]1[CH:20]=[CH:19][C:18]2[C:13](=[CH:14][CH:15]=[CH:16][CH:17]=2)[CH:12]=1. Procedure details: To 1.0 g of 7-fluoro-3-naphthalen-2-yl-1H-indazole-5-carbonitrile were sequentially added 5.0 ml of glacial acetic acid, 5.0 ml of water and 10.0 ml of concentrated sulfuric acid, and the mixture was stirred at 120° C. for one day. After standing to cool, 20 ml of water was added to the reaction mixture and the resulting crystals were collected by filtration. The crystals were sequentially washed with water and diethyl ether, to give 1.0 g of the title compound as colorless crystals.